This data is from the Open Reaction Database (ORD), a public repository of structured organic reaction records. The task is: describe an organic reaction: reactants, conditions, products, and yield As a reaction SMILES: [CH3:1][O:2][C:3](=[O:4])[c:5]1[n:6][n:7]([CH:25]2[O:26][CH2:27][CH2:28][CH2:29][CH2:30]2)[c:8]2[cH:9][c:10]([NH:14][c:15]3[c:16]([C:21](=[O:22])[O:23][CH3:24])[cH:17][cH:18][cH:19][cH:20]3)[cH:11][cH:12][c:13]12.[CH3:34][OH:35].[CH3:42][CH2:43][O:44][C:45]([CH3:46])=[O:47].[ClH:33].[Na+:32].[O:36]1[CH2:37][CH2:38][CH2:39][CH2:40]1.[OH-:31].[OH2:41]>>[O:2]=[C:3]([OH:4])[c:5]1[n:6][n:7]([CH:25]2[O:26][CH2:27][CH2:28][CH2:29][CH2:30]2)[c:8]2[cH:9][c:10]([NH:14][c:15]3[c:16]([C:21](=[O:22])[O:23][CH3:24])[cH:17][cH:18][cH:19][cH:20]3)[cH:11][cH:12][c:13]12. Yields the product COC(=O)c1ccccc1Nc1ccc2c(C(=O)O)nn(C3CCCCO3)c2c1. Starting materials: COC(=O)c1ccccc1Nc1ccc2c(C(=O)OC)nn(C3CCCCO3)c2c1, CO, CCOC(C)=O, Cl, [Na+], C1CCOC1, [OH-], O. Starting materials: Cc1cc(N2CCC(N3CCCC3C)C2)ccc1N, COc1ccc2[nH]c(C(=O)O)cc2c1. Product: COc1ccc2[nH]c(C(=O)Nc3ccc(N4CCC(N5CCCC5C)C4)cc3C)cc2c1. As a reaction SMILES: [CH3:1][c:2]1[c:3]([NH2:19])[cH:4][cH:5][c:6]([N:8]2[CH2:9][CH:10]([N:13]3[CH:14]([CH3:18])[CH2:15][CH2:16][CH2:17]3)[CH2:11][CH2:12]2)[cH:7]1.[CH3:20][O:21][c:22]1[cH:23][c:24]2[cH:25][c:26]([C:31](=[O:32])[OH:33])[nH:27][c:28]2[cH:29][cH:30]1>>[CH3:1][c:2]1[c:3]([NH:19][C:31]([c:26]2[cH:25][c:24]3[cH:23][c:22]([O:21][CH3:20])[cH:30][cH:29][c:28]3[nH:27]2)=[O:32])[cH:4][cH:5][c:6]([N:8]2[CH2:9][CH:10]([N:13]3[CH:14]([CH3:18])[CH2:15][CH2:16][CH2:17]3)[CH2:11][CH2:12]2)[cH:7]1. Reactants: NC=1C(N(C(N(C1N)CCC)=O)CCC)=O (5,6-diamino-1,3-dipropyluracil), COC1=C(C=CC(=O)O)C=CC=C1OC (2, 3-dimethoxycinnamic acid). The product is COC1=C(/C=C/C2=NC=3N(C(N(C(C3N2)=O)CCC)=O)CCC)C=CC=C1OC ((E)-8-(2,3-Dimethoxystyryl)-1,3-dipropylxanthine). The yield is 35.7%. Reaction SMILES: [NH2:1][C:2]1[C:3](=[O:16])[N:4]([CH2:13][CH2:14][CH3:15])[C:5](=[O:12])[N:6]([CH2:9][CH2:10][CH3:11])[C:7]=1[NH2:8].[CH3:17][O:18][C:19]1[C:29]([O:30][CH3:31])=[CH:28][CH:27]=[CH:26][C:20]=1[CH:21]=[CH:22][C:23](O)=O>>[CH3:17][O:18][C:19]1[C:29]([O:30][CH3:31])=[CH:28][CH:27]=[CH:26][C:20]=1/[CH:21]=[CH:22]/[C:23]1[NH:1][C:2]2[C:3](=[O:16])[N:4]([CH2:13][CH2:14][CH3:15])[C:5](=[O:12])[N:6]([CH2:9][CH2:10][CH3:11])[C:7]=2[N:8]=1. Reported procedure: Substantially the same procedure as in Reference Example 1 was repeated using 2.0 g (8.85 mmol) of 5,6-diamino-1,3-dipropyluracil and 2.2 g (10.6 mmol) of 2, 3-dimethoxycinnamic acid. Then, the resultant crude crystals were recrystallized from chloroform/cyclohexane to give 1.26 g (yield 36%) of Compound 28 as yellow crystals.